From a dataset of the Open Reaction Database (ORD), a public repository of structured organic reaction records. describe an organic reaction: reactants, conditions, products, and yield The reactants are O=C([O-])O, ClCCCl, [Na+], CN(C)C=O, On1nnc2ccccc21, O=C(O)C1CCN(c2ccncc2)CC1, Nc1ccc2c(c1)c(-c1nc3ccccc3[nH]1)nn2C1CCCCO1. Product: O=C(Nc1ccc2c(c1)c(-c1nc3ccccc3[nH]1)nn2C1CCCCO1)C1CCN(c2ccncc2)CC1. RXN SMILES: [C:30](=[O:31])([OH:32])[O-:33].[CH2:26]([Cl:27])[CH2:28][Cl:29].[Na+:34].[O:60]=[CH:61][N:62]([CH3:63])[CH3:64].[OH:16][n:17]1[c:18]2[c:19]([cH:20][cH:21][cH:22][cH:23]2)[n:24][n:25]1.[n:1]1[cH:2][cH:3][c:4]([N:7]2[CH2:8][CH2:9][CH:10]([C:13](=[O:14])[OH:15])[CH2:11][CH2:12]2)[cH:5][cH:6]1.[nH:35]1[c:36](-[c:44]2[n:45][n:46]([CH:54]3[O:55][CH2:56][CH2:57][CH2:58][CH2:59]3)[c:47]3[cH:48][cH:49][c:50]([NH2:53])[cH:51][c:52]23)[n:37][c:38]2[c:39]1[cH:40][cH:41][cH:42][cH:43]2>>[n:1]1[cH:2][cH:3][c:4]([N:7]2[CH2:8][CH2:9][CH:10]([C:13](=[O:15])[NH:53][c:50]3[cH:49][cH:48][c:47]4[n:46]([CH:54]5[O:55][CH2:56][CH2:57][CH2:58][CH2:59]5)[n:45][c:44](-[c:36]5[n:35][c:39]6[c:38]([nH:37]5)[cH:43][cH:42][cH:41][cH:40]6)[c:52]4[cH:51]3)[CH2:11][CH2:12]2)[cH:5][cH:6]1. Starting materials: C(C)(C)C=1C=C2C(=NNC2=CC1)C(=O)O (5-isopropyl-1H-indazole-3-carboxylic acid), CO (methanol). The reagents and catalysts are S(O)(O)(=O)=O (sulphuric acid). Yields the product C(C)(C)C=1C=C2C(=NNC2=CC1)C(=O)OC (methyl 5-isopropyl-1H-indazole-3-carboxylate). RXN SMILES: [CH:1]([C:4]1[CH:5]=[C:6]2[C:10](=[CH:11][CH:12]=1)[NH:9][N:8]=[C:7]2[C:13]([OH:15])=[O:14])([CH3:3])[CH3:2].[CH3:16]O>S(=O)(=O)(O)O>[CH:1]([C:4]1[CH:5]=[C:6]2[C:10](=[CH:11][CH:12]=1)[NH:9][N:8]=[C:7]2[C:13]([O:15][CH3:16])=[O:14])([CH3:3])[CH3:2]. Reported procedure: A mixture of 5-isopropyl-1H-indazole-3-carboxylic acid (1.44 g) and conc. sulphuric acid (2 drops) in methanol (20 ml) was stirred under reflux for 1 day. After removal of solvent by evaporation, the resulting residue was dissolved with ethyl acetate. The ethyl acetate extract was washed successively with aqueous sodium hydrogen carbonate solution, water, and brine, and was dried over magnesium sulfate, and concentrated under reduced pressure to give methyl 5-isopropyl-1H-indazole-3-carboxylate ... Reactants: Br, CC(=O)O, COc1ccc(F)c(C(=O)O)c1, O. Yields the product O=C(O)c1cc(O)ccc1F. Reaction SMILES: [BrH:13].[CH3:14][C:15](=[O:16])[OH:17].[F:1][c:2]1[c:3]([C:4](=[O:5])[OH:6])[cH:7][c:8]([O:11][CH3:12])[cH:9][cH:10]1.[OH2:18]>>[F:1][c:2]1[c:3]([C:4](=[O:5])[OH:6])[cH:7][c:8]([OH:11])[cH:9][cH:10]1. Starting materials: CCCCO, CCN(C(C)C)C(C)C, Clc1cc(Cl)nc(-c2ccccc2)n1, [I-], Cc1cc(N)n[nH]1, [Na+]. Yields the product Cc1cc(Nc2cc(Cl)nc(-c3ccccc3)n2)[nH]n1. Reaction SMILES: [CH2:33]([OH:34])[CH2:35][CH2:36][CH3:37].[CH:22]([N:23]([CH2:24][CH3:25])[CH:26]([CH3:27])[CH3:28])([CH3:29])[CH3:30].[Cl:1][c:2]1[n:3][c:4](-[c:9]2[cH:10][cH:11][cH:12][cH:13][cH:14]2)[n:5][c:6]([Cl:8])[cH:7]1.[I-:32].[NH2:15][c:16]1[n:17][nH:18][c:19]([CH3:21])[cH:20]1.[Na+:31]>>[c:2]1([NH:15][c:16]2[nH:17][n:18][c:19]([CH3:21])[cH:20]2)[n:3][c:4](-[c:9]2[cH:10][cH:11][cH:12][cH:13][cH:14]2)[n:5][c:6]([Cl:8])[cH:7]1. As a reaction SMILES: [N+:1]([O-:4])(O)=[O:2].[C:5]1([CH2:11][CH2:12][O:13][CH2:14][CH2:15][S:16]([CH2:19][CH2:20][C:21]([O:23][CH3:24])=[O:22])(=[O:18])=[O:17])[CH:10]=[CH:9][CH:8]=[CH:7][CH:6]=1>FC(F)(F)C(O)=O.O>[CH3:24][O:23][C:21](=[O:22])[CH2:20][CH2:19][S:16]([CH2:15][CH2:14][O:13][CH2:12][CH2:11][C:5]1[CH:6]=[CH:7][CH:8]=[CH:9][C:10]=1[N+:1]([O-:4])=[O:2])(=[O:17])=[O:18]. The solvent is FC(C(=O)O)(F)F (trifluoroacetic acid), O (water). The product is COC(CCS(=O)(=O)CCOCCC1=C(C=CC=C1)[N+](=O)[O-])=O (Methyl-3-[2-[2-[2-nitrophenyl]ethoxy]ethylsulphonyl]propanoate). Reactants: [N+](=O)(O)[O-] (nitric acid), C1(=CC=CC=C1)CCOCCS(=O)(=O)CCC(=O)OC (methyl 3-[2-[2-phenylethoxy]ethylsulphonyl]propanoate), methyl. Reaction conditions: time 8 hour. Procedure: Concentrated nitric acid (3.25 ml) was added dropwise over a half hour period to a stirred cooled (ice/salt) solution of methyl 3-[2-[2-phenylethoxy]ethylsulphonyl]propanoate (15.12 g) (prepared from the acid, which was itself prepared by the procedure outlined in Example 1b)) in trifluoroacetic acid. The reaction was allowed to warm to room temperature, stirred overnight, diluted with water and extracted several times with ethyl acetate. The combined organic extracts were washed with water and ...